From a dataset of the Open Reaction Database (ORD), a public repository of structured organic reaction records. describe an organic reaction: reactants, conditions, products, and yield The reactants are C[C@H]1O[C@H](CN(C1)C1=C(C2=C(C(=NO2)C(=O)OCC)C=C1C=O)F)C (Ethyl 6-((2R,6S)-2,6-dimethylmorpholino)-7-fluoro-5-formylbenzo[d]isoxazole-3-carboxylate), C[C@H]1O[C@H](CN(C1)C1=C(C2=C(C(=NO2)C(=O)OCC)C=C1C=O)F)C (Ethyl 6-((2R,6S)-2,6-dimethylmorpholino)-7-fluoro-5-formylbenzo[d]isoxazole-3-carboxylate), N1C(=O)NC(=O)CC1=O (barbituric acid). The solvent is C(C)O (ethanol). Product: FC=1C2=C(C=C3CC4(C(NC(NC4=O)=O)=O)[C@@H]4N(C13)C[C@H](O[C@H]4C)C)C(=NO2)C(=O)OCC ((2R,4S,4aS)-rel-ethyl 11-fluoro-2,4-dimethyl-2′,4′,6′-trioxo-2,2′,3′,4,4a,4′,6,6′-octahydro-1H,1′H-spiro[isoxazolo[4,5-g][1,4]oxazino[4,3-a]quinoline-5,5′-pyrimidine]-8-carboxylate). The yield is 89.5%. As a reaction SMILES: [CH3:1][C@@H:2]1[CH2:7][N:6]([C:8]2[C:21]([CH:22]=O)=[CH:20][C:11]3[C:12]([C:15]([O:17][CH2:18][CH3:19])=[O:16])=[N:13][O:14][C:10]=3[C:9]=2[F:24])[CH2:5][C@H:4]([CH3:25])[O:3]1.[NH:26]1[C:33](=[O:34])[CH2:32][C:30](=[O:31])[NH:29][C:27]1=[O:28]>C(O)C>[F:24][C:9]1[C:10]2[O:14][N:13]=[C:12]([C:15]([O:17][CH2:18][CH3:19])=[O:16])[C:11]=2[CH:20]=[C:21]2[C:8]=1[N:6]1[CH2:5][C@@H:4]([CH3:25])[O:3][C@@H:2]([CH3:1])[C@@H:7]1[C:32]1([C:30](=[O:31])[NH:29][C:27](=[O:28])[NH:26][C:33]1=[O:34])[CH2:22]2. Procedure details: Ethyl 6-((2R,6S)-2,6-dimethylmorpholino)-7-fluoro-5-formylbenzo[d]isoxazole-3-carboxylate (Intermediate 439, 350 mg, 1.00 mmol) and barbituric acid (141 mg, 1.10 mmol) were heated to reflux in ethanol (45 ml) for 64 hours. The reaction was concentrated. The residue was dissolved in DCM, absorbed onto silica and purified by silica gel column chromatography using a gradient of DCM to ethyl acetate, to give the title compound (412 mg, 76%) as a racemic mixture. The product is CC(C)(C)N1CCNCC1=O. Reaction SMILES: [CH2:1]([O:2][C:3](=[O:4])[N:11]1[CH2:12][C:13](=[O:21])[N:14]([C:17]([CH3:18])([CH3:19])[CH3:20])[CH2:15][CH2:16]1)[c:5]1[cH:6][cH:7][cH:8][cH:9][cH:10]1.[CH3:22][CH2:23][OH:24]>>[NH:11]1[CH2:12][C:13](=[O:21])[N:14]([C:17]([CH3:18])([CH3:19])[CH3:20])[CH2:15][CH2:16]1. Starting materials: CC(C)(C)N1CCN(C(=O)OCc2ccccc2)CC1=O, CCO. Starting materials: N1C=NC(=C1)C(=O)C1=CC2=CC=C(C=C2C=C1)OC ((1H-imidazol-4-yl)-(6-methoxynaphthalen-2-yl)ketone), CC(=C)[Mg]Br (2-propen-2-ylmagnesium bromide). Run in C1CCOC1 (THF). The product is N1C=NC(=C1)C(C(=C)C)(O)C1=CC2=CC=C(C=C2C=C1)OC (1-(1H-Imidazol-4-yl)-1-(6-methoxynaphthalen-2-yl)-2-methyl-2-propen-1-ol). RXN SMILES: [NH:1]1[CH:5]=[C:4]([C:6]([C:8]2[CH:17]=[CH:16][C:15]3[C:10](=[CH:11][CH:12]=[C:13]([O:18][CH3:19])[CH:14]=3)[CH:9]=2)=[O:7])[N:3]=[CH:2]1.[CH3:20][C:21]([Mg]Br)=[CH2:22]>C1COCC1>[NH:1]1[CH:5]=[C:4]([C:6]([C:8]2[CH:17]=[CH:16][C:15]3[C:10](=[CH:11][CH:12]=[C:13]([O:18][CH3:19])[CH:14]=3)[CH:9]=2)([OH:7])[C:21]([CH3:22])=[CH2:20])[N:3]=[CH:2]1. Procedure: In a similar manner to that described in Example 1-(iv), the reaction of (1H-imidazol-4-yl)-(6-methoxynaphthalen-2-yl)ketone (0.80 g) with 2-propen-2-ylmagnesium bromide in THF (1.0 M, 9.5 ml) was carried out to give the titled compound (0.76 g) as a colorless powder. The reactants are ClC=1N=C(NC1CC)C(=O)N[C@@H]1[C@@H](CN(CC1)C=1OC(=C(N1)C(=O)OCCCC)CCC)OC (Butyl cis(±)-2-(4-{[(4-chloro-5-ethyl-1H-imidazol-2-yl)carbonyl]amino}-3-methoxypiperidin-1-yl)-5-propyl-1,3-oxazole-4-carboxylate), [OH-].[Li+] (lithium hydroxide), CO (methanol). Run in C1CCOC1 (THF). The product is ClC=1N=C(NC1CC)C(=O)N[C@@H]1[C@@H](CN(CC1)C=1OC(=C(N1)C(=O)O)CCC)OC (cis(±)-2-(4-{[(4-Chloro-5-ethyl-1H-imidazol-2-yl)carbonyl]amino}-3-methoxypiperidin-1-yl)-5-propyl-1,3-oxazole-4-carboxylic acid). Isolated yield 90.9%. As a reaction SMILES: [Cl:1][C:2]1[N:3]=[C:4]([C:9]([NH:11][C@H:12]2[CH2:17][CH2:16][N:15]([C:18]3[O:19][C:20]([CH2:30][CH2:31][CH3:32])=[C:21]([C:23]([O:25]CCCC)=[O:24])[N:22]=3)[CH2:14][C@H:13]2[O:33][CH3:34])=[O:10])[NH:5][C:6]=1[CH2:7][CH3:8].[OH-].[Li+].CO>C1COCC1>[Cl:1][C:2]1[N:3]=[C:4]([C:9]([NH:11][C@H:12]2[CH2:17][CH2:16][N:15]([C:18]3[O:19][C:20]([CH2:30][CH2:31][CH3:32])=[C:21]([C:23]([OH:25])=[O:24])[N:22]=3)[CH2:14][C@H:13]2[O:33][CH3:34])=[O:10])[NH:5][C:6]=1[CH2:7][CH3:8] |f:1.2|. Procedure: The same operation as in Example (91d) was performed using butyl cis(±)-2-(4-{[(4-chloro-5-ethyl-1H-imidazol-2-yl)carbonyl]amino}-5-propyl-3-methoxypiperidin-1-yl)-1,3-oxazole-4-carboxylate obtained in Example (116d) (0.22 g, 0.44 mmol), 2 N lithium hydroxide (3 mL, 6 mmol), methanol (2 mL) and THF (3 mL), to obtain 176 mg of the title compound as a colorless solid (91%). Starting materials: Cc1cccnc1S(=O)(=O)Cl, COc1ccccc1N. Yields the product COc1ccccc1NS(=O)(=O)c1ncccc1C. As a reaction SMILES: [CH3:10][c:11]1[c:12]([S:17](=[O:18])(=[O:19])[Cl:20])[n:13][cH:14][cH:15][cH:16]1.[CH3:1][O:2][c:3]1[c:4]([NH2:9])[cH:5][cH:6][cH:7][cH:8]1>>[CH3:1][O:2][c:3]1[c:4]([NH:9][S:17]([c:12]2[c:11]([CH3:10])[cH:16][cH:15][cH:14][n:13]2)(=[O:18])=[O:19])[cH:5][cH:6][cH:7][cH:8]1. Starting materials: OC1=CC(OC(=C1)C)=O (4-hydroxy-6-methyl-2-pyrone), CC1=C(N)C(=CC=C1)C (2,6 dimethylaniline), C1(=CC=C(C=C1)S(=O)(=O)O)C (p-toluenesulfonic acid). Conditions: temperature 140 celsius. Yields the product CC1=C(C(=CC=C1)C)N1C(C=C(C=C1C)O)=O (1-(2,6-dimethylphenyl)-4-hydroxy-6-methylpyridin-2(1H)-one). Reaction SMILES: [OH:1][C:2]1[CH:7]=[C:6]([CH3:8])O[C:4](=[O:9])[CH:3]=1.[CH3:10][C:11]1[CH:17]=[CH:16][CH:15]=[C:14]([CH3:18])[C:12]=1[NH2:13].C1(C)C=CC(S(O)(=O)=O)=CC=1>>[CH3:10][C:11]1[CH:17]=[CH:16][CH:15]=[C:14]([CH3:18])[C:12]=1[N:13]1[C:6]([CH3:8])=[CH:7][C:2]([OH:1])=[CH:3][C:4]1=[O:9]. Procedure details: A mixture of 4-hydroxy-6-methyl-2-pyrone (2.5 g, 0.02 mol), 2,6 dimethylaniline (2.4 g, 0.02 mol), and p-toluenesulfonic acid (0.2 g) as heated at 140° C. for 3 h under nitrogen atmosphere. The reaction mixture was cooled, triturated with acetonitrile, cooled and filtered the solids.